Dataset: the Open Reaction Database (ORD), a public repository of structured organic reaction records. Task: describe an organic reaction: reactants, conditions, products, and yield The reactants are CC(=O)O, Cc1cc(-n2cnnc2)ccc1[N+](=O)[O-]. Product: Cc1cc(-n2cnnc2)ccc1N. RXN SMILES: [CH3:16][C:17](=[O:18])[OH:19].[CH3:1][c:2]1[cH:3][c:4](-[n:11]2[cH:12][n:13][n:14][cH:15]2)[cH:5][cH:6][c:7]1[N+:8]([O-:9])=[O:10]>>[CH3:1][c:2]1[cH:3][c:4](-[n:11]2[cH:12][n:13][n:14][cH:15]2)[cH:5][cH:6][c:7]1[NH2:8]. Starting materials: COC1=CC=CC2=C1C(C=1NC3=CC(=CC=C3C1C2=O)C#N)(C)C (7-methoxy-6,6-dimethyl-11-oxo-6,11-dihydro-5H-benzo[b]carbazole-3-carbonitrile), C1(=CC=CC=C1)P(C1=CC=CC=C1)C1=CC=CC=C1 (triphenylphosphine), CC1(OC[C@H](O1)CO)C (((R)-2,2-dimethyl-[1,3]dioxolan-4-yl)-methanol), N(=NC(=O)OCC)C(=O)OCC (diethyl azodicarboxylate). Solvent: C1CCOC1 (THF), C(C)(=O)OCC (ethyl acetate), C1(=CC=CC=C1)C (toluene). Reaction conditions: temperature 50 celsius, time 2 hour. Yields the product CC1(OC[C@H](O1)COC1=CC=CC2=C1C(C=1NC3=CC(=CC=C3C1C2=O)C#N)(C)C)C (7-((R)-2,2-Dimethyl-[1,3]dioxolan-4-yl methoxy)-6,6-dimethyl-11-oxo-6,11-dihydro-5H-benzo[b]carbazole-3-carbonitrile). RXN SMILES: [CH3:1][O:2][C:3]1[C:8]2[C:9]([CH3:24])([CH3:23])[C:10]3[NH:11][C:12]4[C:17]([C:18]=3[C:19](=[O:20])[C:7]=2[CH:6]=[CH:5][CH:4]=1)=[CH:16][CH:15]=[C:14]([C:21]#[N:22])[CH:13]=4.C1(P(C2C=CC=CC=2)C2C=CC=CC=2)C=CC=CC=1.[CH3:44][C:45]1([CH3:52])[O:49][C@H:48](CO)[CH2:47][O:46]1.N(C(OCC)=O)=NC(OCC)=O>C(OCC)(=O)C.C1(C)C=CC=CC=1.C1COCC1>[CH3:44][C:45]1([CH3:52])[O:49][C@H:48]([CH2:1][O:2][C:3]2[C:8]3[C:9]([CH3:24])([CH3:23])[C:10]4[NH:11][C:12]5[C:17]([C:18]=4[C:19](=[O:20])[C:7]=3[CH:6]=[CH:5][CH:4]=2)=[CH:16][CH:15]=[C:14]([C:21]#[N:22])[CH:13]=5)[CH2:47][O:46]1. Reported procedure: Under nitrogen atmosphere, 7-methoxy-6,6-dimethyl-11-oxo-6,11-dihydro-5H-benzo[b]carbazole-3-carbonitrile (Compound W3, 15 mg, 0.05 mmol) and triphenylphosphine (40 mg, 3 eq.) were added with THF (1 ml), further added dropwise with ((R)-2,2-dimethyl-[1,3]dioxolan-4-yl)-methanol (20 mg, 3 eq.) and 2.19 N toluene solution of diethyl azodicarboxylate (68 μL, 3 eq.), and the mixture was stirred at 50° C. for 2 hr. After cooling, the reaction solution was added with ethyl acetate, washed with brine, ... Starting materials: FC=1C=C([C@@H](C(=O)O)O)C=C(C1)F ((S)-3,5-difluoromandelic acid), Cl.N[C@@H](C(C)C)C(=O)NN1C2=C(C3=C(C(C1=O)CCCCC1=CC=CC=C1)C=CC=C3)C=CC=C2 (5-(L-Valinyl)amino-7-phenbutyl-5,7-dihydro-6H-dibenz[b,d]azepin-6-one Hydrochloride). Yields the product FC=1C=C([C@@H](C(=O)N[C@@H](C(C)C)C(=O)NN2C3=C(C4=C(C(C2=O)CCCCC2=CC=CC=C2)C=CC=C4)C=CCC3)O)C=C(C1)F (5-{N′-[(S)-3,5-Difluoromandelyl]-L-valinyl}amino-7-phenbutyl-5,7-dihydro4H-dibenz[b,d]azepin-6-one). As a reaction SMILES: [F:1][C:2]1[CH:3]=[C:4]([CH:10]=[C:11]([F:13])[CH:12]=1)[C@H:5]([OH:9])[C:6]([OH:8])=O.Cl.[NH2:15][C@H:16]([C:20]([NH:22][N:23]1[C:29](=[O:30])[CH:28]([CH2:31][CH2:32][CH2:33][CH2:34][C:35]2[CH:40]=[CH:39][CH:38]=[CH:37][CH:36]=2)[C:27]2[CH:41]=[CH:42][CH:43]=[CH:44][C:26]=2[C:25]2[CH:45]=[CH:46][CH:47]=[CH:48][C:24]1=2)=[O:21])[CH:17]([CH3:19])[CH3:18]>>[F:13][C:11]1[CH:10]=[C:4]([CH:3]=[C:2]([F:1])[CH:12]=1)[C@H:5]([OH:9])[C:6]([NH:15][C@H:16]([C:20]([NH:22][N:23]1[C:29](=[O:30])[CH:28]([CH2:31][CH2:32][CH2:33][CH2:34][C:35]2[CH:40]=[CH:39][CH:38]=[CH:37][CH:36]=2)[C:27]2[CH:41]=[CH:42][CH:43]=[CH:44][C:26]=2[C:25]2[CH:45]=[CH:46][CH2:47][CH2:48][C:24]1=2)=[O:21])[CH:17]([CH3:19])[CH3:18])=[O:8] |f:1.2|. Reported procedure: Following General Procedure D and using (S)-3,5-difluoromandelic acid (Example L) and 5-(L-valinyl)-amino-7-phenbutyl-5,7-dihydro-6H-dibenz[b,d]azepin-6-one hydrochloride (Example 7-U), the title compound was prepared. The product was purified by chromatography (silica, 1-2% MeOH/CHCl3).